Dataset: the Open Reaction Database (ORD), a public repository of structured organic reaction records. Task: describe an organic reaction: reactants, conditions, products, and yield Starting materials: OC(C(=O)N1CC2=C(CC1)N=C(O2)C2=CC=CC=C2)CC (2-hydroxy-1-(2-phenyl-6,7-dihydro-4H-oxazolo[5,4-c]pyridin-5-yl)-butan-1-one), C(C)(C)(C)[Si](C)(C)Cl (tert.-butyl-chloro-dimethyl-silane), N1C=NC=C1 (imidazole), C(Cl)Cl (DCM). The reagents and catalysts are CN(C)C=1C=CN=CC1 (DMAP). Solvent: CN(C)C=O (DMF), CN(C)C=O (DMF). Reaction conditions: time 8 hour. Product: C(C)(C)(C)[Si](OC(C(=O)N1CC2=C(CC1)N=C(O2)C2=CC=CC=C2)CC)(C)C (2-(tert-butyl-dimethyl-silanyloxy)-1-(2-phenyl-6,7-dihydro-4H-oxazolo[5,4-c]pyridin-5-yl)-butan-1-one). As a reaction SMILES: [OH:1][CH:2]([CH2:20][CH3:21])[C:3]([N:5]1[CH2:10][CH2:9][C:8]2[N:11]=[C:12]([C:14]3[CH:19]=[CH:18][CH:17]=[CH:16][CH:15]=3)[O:13][C:7]=2[CH2:6]1)=[O:4].N1C=CN=C1.[C:27]([Si:31](Cl)([CH3:33])[CH3:32])([CH3:30])([CH3:29])[CH3:28].C(Cl)Cl>CN(C=O)C.CN(C1C=CN=CC=1)C>[C:27]([Si:31]([CH3:33])([CH3:32])[O:1][CH:2]([CH2:20][CH3:21])[C:3]([N:5]1[CH2:10][CH2:9][C:8]2[N:11]=[C:12]([C:14]3[CH:19]=[CH:18][CH:17]=[CH:16][CH:15]=3)[O:13][C:7]=2[CH2:6]1)=[O:4])([CH3:30])([CH3:29])[CH3:28]. Procedure: 710.00 mg (2.48 mmol) 2-hydroxy-1-(2-phenyl-6,7-dihydro-4H-oxazolo[5,4-c]pyridin-5-yl)-butan-1-one are placed in 10 mL DMF and combined with 340.00 mg (4.99 mmol) imidazole. Then 600.00 mg (3.98 mmol) tert.-butyl-chloro-dimethyl-silane and 30.00 mg (0.25 mmol) DMAP are added and the mixture is stirred overnight at RT. The DMF is eliminated i.V., the residue is added to DCM and extracted 1 time each with H2O, 1N HCl and saturated sodium chloride solution. The solvent of the org. phase is eliminat... Starting materials: O.CCO (H2O EtOH), CCO (EtOH), C(C1=CC=CC=C1)=O (benzaldehyde), O.Cl.N[C@@H](CS)C(=O)O (L-cysteine hydrochloride monohydrate). The solvent is O (H2O). Run at time 2.5 hour. The product is C1(=CC=CC=C1)[C@H]1SCC(N1)C(=O)O ((R)-2-phenylthiazolidine-4-carboxylic acid). The yield is 102.5%. Reaction SMILES: O.Cl.[NH2:3][C@H:4]([C:7]([OH:9])=[O:8])[CH2:5][SH:6].CCO.[CH:13](=O)[C:14]1[CH:19]=[CH:18][CH:17]=[CH:16][CH:15]=1.O.CCO>O>[C:14]1([C@@H:13]2[NH:3][CH:4]([C:7]([OH:9])=[O:8])[CH2:5][S:6]2)[CH:19]=[CH:18][CH:17]=[CH:16][CH:15]=1 |f:0.1.2,5.6|. Procedure details: To the suspension of L-cysteine hydrochloride monohydrate (99.24 g, 565.1 mmol) in H2O (535 mL) were added EtOH (420 mL) and benzaldehyde (83.1 mL, 818 mmol) under stirring. After a few minutes, the mixture became a thick cream, which could not be stirred. Enough H2O/EtOH (3:2) solution was added to assist in stiffing the mixture. After 2.5 hrs, the mixture was filtered and the solid was washed with H2O and hexane successively. Upon drying under high vacuum, white powder (121.19 g) was obtained,... Reactants: CC(=O)O, C1CCOC1, CC(=O)C1CCC2C3CCC4CC(O)CCC4(C)C3CCC12C, c1ccc(P(c2ccccc2)c2ccccc2)cc1. Product: CC(=O)OC1CCC2(C)C(CCC3C2CCC2(C)C(C(C)=O)CCC32)C1. Reaction SMILES: [CH3:43][C:44]([OH:45])=[O:46].[O:47]1[CH2:48][CH2:49][CH2:50][CH2:51]1.[OH:1][CH:2]1[CH2:3][CH:4]2[CH2:5][CH2:6][CH:7]3[CH:8]4[CH2:9][CH2:10][CH:11]([C:12]([CH3:13])=[O:14])[C:15]4([CH3:23])[CH2:16][CH2:17][CH:18]3[C:19]2([CH3:22])[CH2:20][CH2:21]1.[c:24]1([P:25]([c:26]2[cH:27][cH:28][cH:29][cH:30][cH:31]2)[c:32]2[cH:33][cH:34][cH:35][cH:36][cH:37]2)[cH:38][cH:39][cH:40][cH:41][cH:42]1>>[O:1]([CH:2]1[CH2:3][CH:4]2[CH2:5][CH2:6][CH:7]3[CH:8]4[CH2:9][CH2:10][CH:11]([C:12]([CH3:13])=[O:14])[C:15]4([CH3:23])[CH2:16][CH2:17][CH:18]3[C:19]2([CH3:22])[CH2:20][CH2:21]1)[C:44]([CH3:43])=[O:45]. The reactants are BrC=1C(=C(OCC2CCOCC2)C=CC1)F (4-(3-bromo-2-fluoro-phenoxymethyl)tetrahydropyran), BrC=1C(=C(C=CC1)O)Cl (3-bromo-2-chlorophenol). Yields the product BrC=1C(=C(OCC2CCOCC2)C=CC1)Cl (4-(3-Bromo-2-chloro-phenoxymethyl)tetrahydropyran). Reaction SMILES: [Br:1][C:2]1[C:3](F)=[C:4]([CH:13]=[CH:14][CH:15]=1)[O:5][CH2:6][CH:7]1[CH2:12][CH2:11][O:10][CH2:9][CH2:8]1.BrC1C([Cl:25])=C(O)C=CC=1>>[Br:1][C:2]1[C:3]([Cl:25])=[C:4]([CH:13]=[CH:14][CH:15]=1)[O:5][CH2:6][CH:7]1[CH2:12][CH2:11][O:10][CH2:9][CH2:8]1. Procedure: Prepared as described for 4-(3-bromo-2-fluoro-phenoxymethyl)tetrahydropyran SM25 using 3-bromo-2-chlorophenol Reactants: CC(C)(C)OC (MTBE), C([O-])([O-])=O.[K+].[K+] (Potassium carbonate), C(CC(=O)OC)(=O)OC (dimethyl malonate), C(=C)C(=O)C (Methyl vinyl ketone). Solvent: O (water). Conditions: temperature 15 celsius. Product: COC(C(C(=O)OC)CCC(C)=O)=O (Dimethyl(3-oxobutyl)malonate). Reaction SMILES: C(=O)([O-])[O-].[K+].[K+].[C:7]([O:14][CH3:15])(=[O:13])[CH2:8][C:9]([O:11][CH3:12])=[O:10].[CH:16]([C:18]([CH3:20])=[O:19])=[CH2:17].CC(OC)(C)C>O>[CH3:12][O:11][C:9](=[O:10])[CH:8]([CH2:17][CH2:16][C:18](=[O:19])[CH3:20])[C:7]([O:14][CH3:15])=[O:13] |f:0.1.2|. Reported procedure: Potassium carbonate (5.62 kg), dimethyl malonate (54.8 kg) and acetonitirile (90 kg) were charged to the reaction vessel and stirred together at 15° C. Methyl vinyl ketone (28.5 kg) was pumped into the vessel over 2 hours at below 25° C. The slurry was stirred at 18-20° C. for 2 hours. MTBE (132 kg) was charged to the vessel to dilute the reaction mixture followed by water (114 kg). The mixture was stirred for five minutes then the layers were allowed to separate and the aqueous layer run off. M... Reactants: ClCl (chlorine), C23H25ClN4O2, CC=1C=C(C(=O)O)C=CC1C(=O)N1CCCC1 (3-methyl-4-(pyrrolidin-1-ylcarbonyl)benzoic acid), CN(C)C(=[N+](C)C)ON1C2=C(C=CC=C2)N=N1.[B-](F)(F)(F)F (TBTU), C(C)(C)N(CC)C(C)C (diisopropylethylamine), ClC1=CC2=C(NC(=N2)[C@H](CC)N)C=C1 ((S)-1-(5-chloro-1H-benzimidazol-2-yl)propylamine). Solvent: ClCCl.CO (dichloromethane methanol), O1CCCC1 (tetrahydrofuran). The product is ClC1=CC2=C(NC(=N2)[C@H](CC)NC(C2=CC(=C(C=C2)C(=O)N2CCCC2)C)=O)C=C1 (N-[(1S)-1-(5-chloro-1H-benzimidazol-2-yl)propyl]-3-methyl-4-(pyrrolidin 1-ylcarbonyl)benzamide). Isolated yield 67.0%. RXN SMILES: [CH3:1][C:2]1[CH:3]=[C:4]([CH:8]=[CH:9][C:10]=1[C:11]([N:13]1[CH2:17][CH2:16][CH2:15][CH2:14]1)=[O:12])[C:5]([OH:7])=O.CN(C(ON1N=NC2C=CC=CC1=2)=[N+](C)C)C.[B-](F)(F)(F)F.C(N(C(C)C)CC)(C)C.[Cl:49][C:50]1[CH:62]=[CH:61][C:53]2[NH:54][C:55]([C@@H:57]([NH2:60])[CH2:58][CH3:59])=[N:56][C:52]=2[CH:51]=1.ClCl>O1CCCC1.ClCCl.CO>[Cl:49][C:50]1[CH:62]=[CH:61][C:53]2[NH:54][C:55]([C@@H:57]([NH:60][C:5](=[O:7])[C:4]3[CH:8]=[CH:9][C:10]([C:11]([N:13]4[CH2:17][CH2:16][CH2:15][CH2:14]4)=[O:12])=[C:2]([CH3:1])[CH:3]=3)[CH2:58][CH3:59])=[N:56][C:52]=2[CH:51]=1 |f:1.2,7.8|. Reported procedure: Prepared analogously to Example 1g from 3-methyl-4-(pyrrolidin-1-ylcarbonyl)benzoic acid, TBTU, diisopropylethylamine, and (S)-1-(5-chloro-1H-benzimidazol-2-yl)propylamine in tetrahydrofuran. Yield: 67%; Rf value: 0.50 (silica gel; dichloromethane/methanol=9:1); C23H25ClN4O2 (424.93); mass spectrum: (M+H)+=425/427 (chlorine isotope). The reactants are ice, CC=1C=C(C=C(O)C1)O (5-methylresorcin), C(C(O)CC(=O)O)(=O)O (malic acid), OS(=O)(=O)O (H2SO4). Solvent: O (water). The product is CC1=C2C=CC(OC2=CC(=C1)O)=O (5-methyl-7-hydroxycoumarin). The yield is 43.9%. As a reaction SMILES: [CH3:1][C:2]1[CH:3]=[C:4]([OH:9])[CH:5]=[C:6]([CH:8]=1)[OH:7].C(O)(=O)[CH:11]([CH2:13][C:14](O)=O)[OH:12].OS(O)(=O)=O>O>[CH3:1][C:2]1[CH:3]=[C:4]([OH:9])[CH:5]=[C:6]2[C:8]=1[CH:14]=[CH:13][C:11](=[O:12])[O:7]2. Procedure: A mixture of 5-methylresorcin (25.0 g), malic acid (26.0 g) and conc.H2SO4 (55 ml) was gently heated with the gaseous development almost ceased. The reaction mixture was then poured with vigorous stirring into a mixture of water and ice (700 ml), and stirred until the gummy mass initially formed was completely dispersed. The precipitate was collected by filtration, washed with water and crystallized twice (Me2CO) producing 5-methyl-7-hydroxycoumarin (I; 15 g; m.p. 256° C.) ##STR4## free from the...